Dataset: the Open Reaction Database (ORD), a public repository of structured organic reaction records. Task: describe an organic reaction: reactants, conditions, products, and yield Reactants: C(C)(C)(C)OC(NC1=C(C=C(C(=C1)C)Cl)NC(CC(C1=CC(=CC=C1)C1=CN=NC=C1)=O)=O)=O ({4-chloro-5-methyl-2-[3-oxo-3-(3-pyridazin-4-yl-phenyl)-propionylamino]-phenyl}-carbamic acid tert-butyl ester), C(=O)(C(F)(F)F)O (TFA). Run in C(Cl)Cl (CH2Cl2). Yields the product ClC=1C(=CC2=C(NC(CC(=N2)C2=CC(=CC=C2)C2=CN=NC=C2)=O)C1)C (8-Chloro-7-methyl-4-(3-pyridazin-4-yl-phenyl)-1,3-dihydro-benzo[b][1,4]diazepin-2-one), solid. Reaction SMILES: C(OC(=O)[NH:7][C:8]1[CH:13]=[C:12]([CH3:14])[C:11]([Cl:15])=[CH:10][C:9]=1[NH:16][C:17](=[O:33])[CH2:18][C:19](=O)[C:20]1[CH:25]=[CH:24][CH:23]=[C:22]([C:26]2[CH:31]=[CH:30][N:29]=[N:28][CH:27]=2)[CH:21]=1)(C)(C)C.C(O)(C(F)(F)F)=O>C(Cl)Cl>[Cl:15][C:11]1[C:12]([CH3:14])=[CH:13][C:8]2[N:7]=[C:19]([C:20]3[CH:25]=[CH:24][CH:23]=[C:22]([C:26]4[CH:31]=[CH:30][N:29]=[N:28][CH:27]=4)[CH:21]=3)[CH2:18][C:17](=[O:33])[NH:16][C:9]=2[CH:10]=1. Procedure details: The title compound was prepared from {4-chloro-5-methyl-2-[3-oxo-3-(3-pyridazin-4-yl-phenyl)-propionylamino]-phenyl}-carbamic acid tert-butyl ester (Example M44) by treatment with TFA in CH2Cl2 according to the general procedure N. Obtained as a white solid (59 mg). Reactants: CCCC1CCC(=O)CC1, O=C(CNc1noc2ccc(C(F)(F)F)cc12)NC1CNC1. Yields the product CCCC1CCC(N2CC(NC(=O)CNc3noc4ccc(C(F)(F)F)cc34)C2)CC1. As a reaction SMILES: [CH2:23]([CH2:24][CH3:25])[CH:26]1[CH2:27][CH2:28][C:29](=[O:32])[CH2:30][CH2:31]1.[NH:1]1[CH2:2][CH:3]([NH:5][C:6]([CH2:7][NH:8][c:9]2[n:10][o:11][c:12]3[c:13]2[cH:14][c:15]([C:18]([F:19])([F:20])[F:21])[cH:16][cH:17]3)=[O:22])[CH2:4]1>>[N:1]1([CH:29]2[CH2:28][CH2:27][CH:26]([CH2:23][CH2:24][CH3:25])[CH2:31][CH2:30]2)[CH2:2][CH:3]([NH:5][C:6]([CH2:7][NH:8][c:9]2[n:10][o:11][c:12]3[c:13]2[cH:14][c:15]([C:18]([F:19])([F:20])[F:21])[cH:16][cH:17]3)=[O:22])[CH2:4]1. Isolated yield 44.2%. Yields the product NC1=CC(=C(C(=O)NCC2CCN(CC2)CCCCCC(=O)C2=CC=C(C=C2)C)C=C1Cl)OC (4-amino-5-chloro-2-methoxy-N-((1-(6-(4-methylphenyl)-6-oxohexyl)piperidin-4-yl)-methyl)benzamide). Procedure: 4-Amino-5-chloro-2-methoxy-N-(piperidin-4-ylmethyl)benzamide dihydrochloride (1.5 g) as starting compound, potassium carbonate (2.5 g) and 6-bromo-1-(4-methylphenyl)-1-hexanone (1.3 g) were reacted and treated in the same manner as in Example 172 to give 0.87 g of 4-amino-5-chloro-2-methoxy-N-((1-(6-(4-methylphenyl)-6-oxohexyl)piperidin-4-yl)-methyl)benzamide. Starting materials: Cl.Cl.NC1=CC(=C(C(=O)NCC2CCNCC2)C=C1Cl)OC (4-Amino-5-chloro-2-methoxy-N-(piperidin-4-ylmethyl)benzamide dihydrochloride), C([O-])([O-])=O.[K+].[K+] (potassium carbonate), BrCCCCCC(=O)C1=CC=C(C=C1)C (6-bromo-1-(4-methylphenyl)-1-hexanone). RXN SMILES: Cl.Cl.[NH2:3][C:4]1[C:19]([Cl:20])=[CH:18][C:7]([C:8]([NH:10][CH2:11][CH:12]2[CH2:17][CH2:16][NH:15][CH2:14][CH2:13]2)=[O:9])=[C:6]([O:21][CH3:22])[CH:5]=1.C(=O)([O-])[O-].[K+].[K+].Br[CH2:30][CH2:31][CH2:32][CH2:33][CH2:34][C:35]([C:37]1[CH:42]=[CH:41][C:40]([CH3:43])=[CH:39][CH:38]=1)=[O:36]>>[NH2:3][C:4]1[C:19]([Cl:20])=[CH:18][C:7]([C:8]([NH:10][CH2:11][CH:12]2[CH2:13][CH2:14][N:15]([CH2:30][CH2:31][CH2:32][CH2:33][CH2:34][C:35]([C:37]3[CH:42]=[CH:41][C:40]([CH3:43])=[CH:39][CH:38]=3)=[O:36])[CH2:16][CH2:17]2)=[O:9])=[C:6]([O:21][CH3:22])[CH:5]=1 |f:0.1.2,3.4.5|. Reactants: FC1=NC=C(C=C1)C(=O)Cl (2-fluoropyridine-5-carbonyl chloride), CC1CC(C2=C(N=C(S2)NC(C)=O)C1)=O (N-(5-methyl-7-oxo-4,5,6,7-tetrahydro-benzothiazol-2-yl)-acetamide). Product: FC1=CC=C(C=N1)C(=O)C1C(C2=C(N=C(S2)NC(C)=O)CC1C)=O (N-[6-(6-Fluoro-pyridine-3-carbonyl)-5-methyl-7-oxo-4,5,6,7-tetrahydro-benzothiazol-2-yl]-acetamide). As a reaction SMILES: [F:1][C:2]1[CH:7]=[CH:6][C:5]([C:8](Cl)=[O:9])=[CH:4][N:3]=1.[CH3:11][CH:12]1[CH2:24][C:16]2[N:17]=[C:18]([NH:20][C:21](=[O:23])[CH3:22])[S:19][C:15]=2[C:14](=[O:25])[CH2:13]1>>[F:1][C:2]1[N:3]=[CH:4][C:5]([C:8]([CH:13]2[CH:12]([CH3:11])[CH2:24][C:16]3[N:17]=[C:18]([NH:20][C:21](=[O:23])[CH3:22])[S:19][C:15]=3[C:14]2=[O:25])=[O:9])=[CH:6][CH:7]=1. Procedure details: A-16 is prepared via general procedure A1 starting from 2-fluoropyridine-5-carbonyl chloride (4.27 g, 26.8 mmol) and N-(5-methyl-7-oxo-4,5,6,7-tetrahydro-benzothiazol-2-yl)-acetamide (A-06) (5.00 g, 22.3 mmol). Yield: 6.20 g. HPLC-MS: tR=0.93 min, (M+H)+=348.